Dataset: the Open Reaction Database (ORD), a public repository of structured organic reaction records. Task: describe an organic reaction: reactants, conditions, products, and yield Reactants: O1C(OCC1)CCC[C@@H](C(=O)O)N (5-(1,3-dioxolan-2-yl)-(S)-2-amino-pentanoic acid), S(=O)(OC)OC (dimethyl sulfite), Cl[Si](C)(C)C (Chlorotrimethyl silane). Solvent: CO (methanol). Conditions: temperature 41 celsius, time 8 hour. Yields the product Cl.N[C@H](C(=O)OC)CCCC(OC)OC ((S)-2-Amino-6,6-dimethoxyhexanoic acid, methyl ester hydrochloride salt). RXN SMILES: [O:1]1[CH2:5][CH2:4][O:3][CH:2]1[CH2:6][CH2:7][CH2:8][C@H:9]([NH2:13])[C:10]([OH:12])=[O:11].S(OC)(O[CH3:17])=O.[Cl:20][Si](C)(C)C>CO>[ClH:20].[NH2:13][C@@H:9]([CH2:8][CH2:7][CH2:6][CH:2]([O:3][CH3:4])[O:1][CH3:5])[C:10]([O:12][CH3:17])=[O:11] |f:4.5|. Reported procedure: To a 250 mL, 3 neck flask equipped with a mechanical agitator, thermocouple, heating mantle, condenser, nitrogen inlet and vent, 5-(1,3-dioxolan-2-yl)-(S)-2-amino-pentanoic acid (100 g), methanol (1200 mL) and dimethyl sulfite (44.8 mL) were charged. Chlorotrimethyl silane (168 mL) was added to the resulting slurry and the reaction mixture was heated at 40 to 42° C. for about 8 hours, followed by stirring at ambient temperature for eight hours to afford a solution of (S)-2-Amino-6,6-dimethoxyhex... Starting materials: CS(=O)(=O)O (CH3SO3H), C(C)N(C(=O)C1CN2C(C(C1CC2)NCC2=C(C=CC(=C2)OC)OC)C(C2=CC=CC=C2)C2=CC=CC=C2)CC (N,N-Diethyl-5-(2,5-dimethoxy benzylamino)-6-diphenylmethyl-1-azabicyclo[2.2.2]octane-3-carboxamide), [O-]S(=O)(=O)[O-].[Na+].[Na+] (Na2SO4). Product: C(C)N(CC)CC1C2C(C(N(C1)CC2)C(C2=CC=CC=C2)C2=CC=CC=C2)NCC2=C(C=CC(=C2)OC)OC (5-(N,N-Diethylaminomethyl)-3-(2,5-dimethoxybenzylamino)-2-diphenylmethyl-1-azabicyclo[2.2.2]octane). RXN SMILES: [CH2:1]([N:3]([CH2:39][CH3:40])[C:4]([CH:6]1[CH:11]2[CH2:12][CH2:13][N:8]([CH:9]([CH:26]([C:33]3[CH:38]=[CH:37][CH:36]=[CH:35][CH:34]=3)[C:27]3[CH:32]=[CH:31][CH:30]=[CH:29][CH:28]=3)[CH:10]2[NH:14][CH2:15][C:16]2[CH:21]=[C:20]([O:22][CH3:23])[CH:19]=[CH:18][C:17]=2[O:24][CH3:25])[CH2:7]1)=O)[CH3:2].[O-]S([O-])(=O)=O.[Na+].[Na+].CS(O)(=O)=O>C1COCC1.CC(C)=O>[CH2:39]([N:3]([CH2:4][CH:6]1[CH2:7][N:8]2[CH2:13][CH2:12][CH:11]1[CH:10]([NH:14][CH2:15][C:16]1[CH:21]=[C:20]([O:22][CH3:23])[CH:19]=[CH:18][C:17]=1[O:24][CH3:25])[CH:9]2[CH:26]([C:27]1[CH:28]=[CH:29][CH:30]=[CH:31][CH:32]=1)[C:33]1[CH:38]=[CH:37][CH:36]=[CH:35][CH:34]=1)[CH2:1][CH3:2])[CH3:40] |f:1.2.3|. The solvent is CC(=O)C (acetone), C1CCOC1 (THF), C1CCOC1 (THF). Procedure: A solution of 19 (300 mg, 0.55 mmole) in dry THF (2 ml) was added to a suspension of LiAIH4 (105 mg, 2.75 mmole) in 5 ml of dry THF at 5° C. and stirred at room temperature for 1 hour. Na2SO4 /10H2O (2 g) was added to the reaction mixture and stirred for 15 hours at room temperature. The suspension was filtrated, and the solids were washed with dry THF. The filtrate was concentrated under reduced pressure. The resulting oil was dissolved in 2 ml of acetone, and CH3SO3H (159 mg, 1.65 mmole) was a... Isolated yield 56.4%. Reaction conditions: time 1 hour. As a reaction SMILES: Br[C:2]1[CH:29]=[CH:28][C:5]2[N:6]([CH2:23][CH2:24][CH:25]([CH3:27])[CH3:26])[C:7]([CH2:9][N:10]3[C:14]4[CH:15]=[CH:16][CH:17]=[CH:18][C:13]=4[N:12]([CH:19]([CH3:21])[CH3:20])[C:11]3=[O:22])=[N:8][C:4]=2[CH:3]=1.[C:30](=[NH:43])([C:37]1[CH:42]=[CH:41][CH:40]=[CH:39][CH:38]=1)[C:31]1[CH:36]=[CH:35][CH:34]=[CH:33][CH:32]=1.CC(C)([O-])C.[Na+].C1C=CC(P(C2C(C3C(P(C4C=CC=CC=4)C4C=CC=CC=4)=CC=C4C=3C=CC=C4)=C3C(C=CC=C3)=CC=2)C2C=CC=CC=2)=CC=1>C1(C)C=CC=CC=1.CCOC(C)=O.C1C=CC(/C=C/C(/C=C/C2C=CC=CC=2)=O)=CC=1.C1C=CC(/C=C/C(/C=C/C2C=CC=CC=2)=O)=CC=1.C1C=CC(/C=C/C(/C=C/C2C=CC=CC=2)=O)=CC=1.[Pd].[Pd]>[C:30](=[N:43][C:2]1[CH:29]=[CH:28][C:5]2[N:6]([CH2:23][CH2:24][CH:25]([CH3:27])[CH3:26])[C:7]([CH2:9][N:10]3[C:14]4[CH:15]=[CH:16][CH:17]=[CH:18][C:13]=4[N:12]([CH:19]([CH3:21])[CH3:20])[C:11]3=[O:22])=[N:8][C:4]=2[CH:3]=1)([C:37]1[CH:38]=[CH:39][CH:40]=[CH:41][CH:42]=1)[C:31]1[CH:36]=[CH:35][CH:34]=[CH:33][CH:32]=1 |f:2.3,7.8.9.10.11|. The reagents and catalysts are C=1C=CC(=CC1)/C=C/C(=O)/C=C/C2=CC=CC=C2.C=1C=CC(=CC1)/C=C/C(=O)/C=C/C2=CC=CC=C2.C=1C=CC(=CC1)/C=C/C(=O)/C=C/C2=CC=CC=C2.[Pd].[Pd] (Pd2(dba)3). The reactants are BrC1=CC2=C(N(C(=N2)CN2C(N(C3=C2C=CC=C3)C(C)C)=O)CCC(C)C)C=C1 (1-[5-bromo-1-(3-methyl-butyl)-1H-benzoimidazol-2-ylmethyl]-3-isopropyl-1,3-dihydro-benzoimidazol-2-one), C(C1=CC=CC=C1)(C1=CC=CC=C1)=N (benzophenone imine), CC(C)([O-])C.[Na+] (sodium tert-butoxide), C=1C=CC(=CC1)P(C=2C=CC=CC2)C3=CC=C4C=CC=CC4=C3C5=C6C=CC=CC6=CC=C5P(C=7C=CC=CC7)C=8C=CC=CC8 (BINAP). Reported procedure: A mixture of 1-[5-bromo-1-(3-methyl-butyl)-1H-benzoimidazol-2-ylmethyl]-3-isopropyl-1,3-dihydro-benzoimidazol-2-one (45 mg, 0.1 mmol), benzophenone imine (22 mg, 0.12 mmol), sodium tert-butoxide (13 mg, 0.14 mmol), BINAP (19 mg, 0.03 mmol) and Pd2(dba)3 (9 mg, 0.01 mmol) in toluene (2 mL) was heated to reflux for 6 h. After cooling, the reaction mixture was diluted with EtOAc and washed with sat. NaHCO3 and brine. The organic layer was dried over MgSO4 and evaporated. The residue was purified by... Solvent: CCOC(=O)C (EtOAc), C1(=CC=CC=C1)C (toluene). Isolated yield 86.4%. Product: C(C1=CC=CC=C1)(C1=CC=CC=C1)=NC1=CC2=C(N(C(=N2)CN2C(N(C3=C2C=CC=C3)C(C)C)=O)CCC(C)C)C=C1 (1-[5-(benzhydrylidene-amino)-1-(3-methyl-butyl)-1H-benzoimidazol-2-ylmethyl]-3-isopropyl-1,3-dihydro-benzoimidazol-2-one). As a reaction SMILES: [CH2:1]([C@H:8]1[CH2:12][O:11][C:10](=[O:13])[NH:9]1)[C:2]1[CH:7]=[CH:6][CH:5]=[CH:4][CH:3]=1.C([Li])CCC.[S:19]1[CH:23]=[CH:22][CH:21]=[C:20]1[CH2:24][C:25](Cl)=[O:26]>C1COCC1>[CH2:1]([C@H:8]1[CH2:12][O:11][C:10](=[O:13])[N:9]1[C:25](=[O:26])[CH2:24][C:20]1[S:19][CH:23]=[CH:22][CH:21]=1)[C:2]1[CH:3]=[CH:4][CH:5]=[CH:6][CH:7]=1. The product is C(C1=CC=CC=C1)[C@@H]1N(C(OC1)=O)C(CC=1SC=CC1)=O (4(S)-benzyl-3-(2-thien-2-yl-acetyl)-2-oxazolidinone). Solvent: hexanes, C1CCOC1 (THF). The yield is 52.9%. Procedure: To a solution of (S)-(-)-4-benzyl-2-oxazolidinone (350 mg, 2.00 mmol) in dry THF (10 mL) at −30° C. was added dropwise n-butyllithium (2.59 M in hexanes, 0.8 mL). The mixture was cooled to −78° C. and treated with 2-thiopheneacetyl chloride (0.25 mL, 2 mmol). After stirring at −78° C. for 45 minutes, the mixture was allowed to warm to ambient temperature and stir for 1 hour. The mixture was diluted with hexanes (10 mL), quenched with 1M pH7 phosphate buffer, and stirred for 45 minutes. The layer... Reaction conditions: temperature -78 celsius, time 45 minute. Reactants: C(C1=CC=CC=C1)[C@@H]1NC(OC1)=O ((S)-(-)-4-benzyl-2-oxazolidinone), C(CCC)[Li] (n-butyllithium), S1C(=CC=C1)CC(=O)Cl (2-thiopheneacetyl chloride). Reaction SMILES: [C:1]1([OH:7])[CH:6]=[CH:5][CH:4]=[CH:3][CH:2]=1.[CH:8](O)([CH3:10])[CH3:9].B(F)(F)F>P(=O)(O)(O)O>[CH:8]([C:2]1[CH:3]=[CH:4][CH:5]=[CH:6][C:1]=1[OH:7])([CH3:10])[CH3:9]. Product: C(C)(C)C1=C(C=CC=C1)O (ortho-isopropyl phenol). Run in P(O)(O)(O)=O (phosphoric acid). Starting materials: C(C)(C)O (isopropanol), B(F)(F)F (boron trifluoride), C1(=CC=CC=C1)O (phenol). Procedure details: A process according to claim 1 wherein phenol is reacted with isopropanol in the presence of a diethyl ether complex of boron trifluoride in phosphoric acid diluent at a temperature of between about 70°-90° C. to produce ortho-isopropyl phenol. The reactants are ClCC=1C(=NC=CC1)C1=CC(=C(C(=C1)OC)OC)OC (3-Chloromethyl-2-(3,4,5-trimethoxyphenyl)pyridine), N1CCNCCC1 (homopiperazine). The product is COC=1C=C(C=C(C1OC)OC)C1=NC=CC=C1CN1CCN(CCC1)CC=1C(=NC=CC1)C1=CC(=C(C(=C1)OC)OC)OC (N,N′-bis[ [2-(3,4,5-Trimethoxyphenyl)pyridin-3-yl]methyl]homopiperazine). Reaction SMILES: Cl[CH2:2][C:3]1[C:4]([C:9]2[CH:14]=[C:13]([O:15][CH3:16])[C:12]([O:17][CH3:18])=[C:11]([O:19][CH3:20])[CH:10]=2)=[N:5][CH:6]=[CH:7][CH:8]=1.[NH:21]1[CH2:27][CH2:26][CH2:25][NH:24][CH2:23][CH2:22]1>>[CH3:20][O:19][C:11]1[CH:10]=[C:9]([C:4]2[C:3]([CH2:2][N:21]3[CH2:27][CH2:26][CH2:25][N:24]([CH2:2][C:3]4[C:4]([C:9]5[CH:14]=[C:13]([O:15][CH3:16])[C:12]([O:17][CH3:18])=[C:11]([O:19][CH3:20])[CH:10]=5)=[N:5][CH:6]=[CH:7][CH:8]=4)[CH2:23][CH2:22]3)=[CH:8][CH:7]=[CH:6][N:5]=2)[CH:14]=[C:13]([O:15][CH3:16])[C:12]=1[O:17][CH3:18]. Procedure details: 3-Chloromethyl-2-(3,4,5-trimethoxyphenyl)pyridine (311 mg) and homopiperazine (53 mg) were reacted in the same manner as in Example 1 to obtain the title compound as a free base.